The task is: describe an organic reaction: reactants, conditions, products, and yield. This data is from the Open Reaction Database (ORD), a public repository of structured organic reaction records. Reactants: COC1=CN=C(C(=N1)C(=O)O)NC=1C=NC=NC1 (6-methoxy-3-(pyrimidin-5-ylamino)-pyrazine-2-carboxylic acid), CNC(=O)C=1N(N=CC1N)C (4-amino-2-methyl-2H-pyrazole-3-carboxylic acid methylamide). Product: CN1N=CC(=C1C(NC)=O)NC(=O)C1=NC(=CN=C1NC=1C=NC=NC1)OC (6-Methoxy-3-(pyrimidin-5-ylamino)-pyrazine-2-carboxylic acid (1-methyl-5-methylcarbamoyl-1H-pyrazol-4-yl)-amide). Reaction SMILES: [CH3:1][O:2][C:3]1[N:8]=[C:7]([C:9]([OH:11])=O)[C:6]([NH:12][C:13]2[CH:14]=[N:15][CH:16]=[N:17][CH:18]=2)=[N:5][CH:4]=1.[CH3:19][NH:20][C:21]([C:23]1[N:24]([CH3:29])[N:25]=[CH:26][C:27]=1[NH2:28])=[O:22]>>[CH3:29][N:24]1[C:23]([C:21](=[O:22])[NH:20][CH3:19])=[C:27]([NH:28][C:9]([C:7]2[C:6]([NH:12][C:13]3[CH:14]=[N:15][CH:16]=[N:17][CH:18]=3)=[N:5][CH:4]=[C:3]([O:2][CH3:1])[N:8]=2)=[O:11])[CH:26]=[N:25]1. Reported procedure: The product was obtained starting from 6-methoxy-3-(pyrimidin-5-ylamino)-pyrazine-2-carboxylic acid (50 mg, 0.18 mmol) and 4-amino-2-methyl-2H-pyrazole-3-carboxylic acid methylamide (36 mg, 0.23 mmol) according to the method described in example 64, step 6 after purification by preparative HPLC using an acetonitrile/water gradient as yellow solid (16 mg, 22%). Starting materials: CCOC(=O)c1cn(C2CCCN(C(=O)OC(C)(C)C)C2)c2cnc(Br)cc2c1=O, ClCCl, Cl. The product is CCOC(=O)c1cn(C2CCCNC2)c2cnc(Br)cc2c1=O, Cl. RXN SMILES: [Br:1][c:2]1[cH:3][c:4]2[c:5](=[O:30])[c:6]([C:25](=[O:26])[O:27][CH2:28][CH3:29])[cH:7][n:8]([CH:12]3[CH2:13][N:14]([C:18]([O:19][C:20]([CH3:21])([CH3:22])[CH3:23])=[O:24])[CH2:15][CH2:16][CH2:17]3)[c:9]2[cH:10][n:11]1.[Cl:32][CH2:33][Cl:34].[ClH:31]>>[Br:1][c:2]1[cH:3][c:4]2[c:5](=[O:30])[c:6]([C:25](=[O:26])[O:27][CH2:28][CH3:29])[cH:7][n:8]([CH:12]3[CH2:13][NH:14][CH2:15][CH2:16][CH2:17]3)[c:9]2[cH:10][n:11]1.[ClH:31].